This data is from the Open Reaction Database (ORD), a public repository of structured organic reaction records. The task is: describe an organic reaction: reactants, conditions, products, and yield The reactants are CC(C)(C)OC(=O)NCC(=O)O, CCN=C=NCCCN(C)C, ClCCl, CN(C)c1ccncc1, Cl, O=[N+]([O-])c1ccc(CO)cc1. Yields the product CC(C)(C)OC(=O)NCC(=O)OCc1ccc([N+](=O)[O-])cc1. As a reaction SMILES: [C:1]([CH3:2])([CH3:3])([CH3:4])[O:5][C:6](=[O:7])[NH:8][CH2:9][C:10](=[O:11])[OH:12].[CH2:25]([N:26]=[C:27]=[N:28][CH2:29][CH2:30][CH2:31][N:32]([CH3:33])[CH3:34])[CH3:35].[CH2:36]([Cl:37])[Cl:38].[CH3:39][N:40]([CH3:41])[c:42]1[cH:43][cH:44][n:45][cH:46][cH:47]1.[ClH:24].[N+:13](=[O:14])([O-:15])[c:16]1[cH:17][cH:18][c:19]([CH2:20][OH:21])[cH:22][cH:23]1>>[C:1]([CH3:2])([CH3:3])([CH3:4])[O:5][C:6](=[O:7])[NH:8][CH2:9][C:10]([O:11][CH2:20][c:19]1[cH:18][cH:17][c:16]([N+:13](=[O:14])[O-:15])[cH:23][cH:22]1)=[O:12]. Starting materials: BrC1=CC=C(C=C1)Cl (1-bromo-4-chlorobenzene), O1C(CCCC1)O[C@@H](C(=O)N1CCOCC1)C (4-[(2R)-2-(3,4,5,6-tetrahydro-2H-pyran-2-yloxy)propionyl] morpholine), [Cl-].[NH4+] (ammonium chloride), BrC1=CC=C(C=C1)Cl (1-bromo-4-chlorobenzene), [Mg] (magnesium). Solvent: O1CCCC1 (tetrahydrofuran), O1CCCC1 (tetrahydrofuran), O (water), O1CCCC1 (tetrahydrofuran). The product is ClC1=CC=C(C=C1)C([C@@H](C)OC1OCCCC1)=O ((2R)-4'-chloro-2-(3,4,5,6-tetrahydro-2H-pyran-2-yloxy)propiophenone). The yield is 235.1%. RXN SMILES: Br[C:2]1[CH:7]=[CH:6][C:5]([Cl:8])=[CH:4][CH:3]=1.[Mg].[O:10]1[CH2:15][CH2:14][CH2:13][CH2:12][CH:11]1[O:16][C@H:17]([CH3:26])[C:18](N1CCOCC1)=[O:19].[Cl-].[NH4+]>O1CCCC1.O>[Cl:8][C:5]1[CH:6]=[CH:7][C:2]([C:18](=[O:19])[C@H:17]([O:16][CH:11]2[CH2:12][CH2:13][CH2:14][CH2:15][O:10]2)[CH3:26])=[CH:3][CH:4]=1 |f:3.4|. Procedure details: To a solution of 1-bromo-4-chlorobenzene (20 g) in tetrahydrofuran (260 ml) was added magnesium (turnings, 7.47 g). The mixture was vigorously stirred at room temperature. When the temperature of the mixture reached 40° C., the reaction vessel was cooled in a water bath. A solution of 1-bromo-4-chlorobenzene (38.9 g) in tetrahydrofuran (90 ml), was added dropwise to the mixture at 34°-40° C., followed by stirring for an hour at 30° C. To the mixture was added dropwise a solution of 4-[(2R)-2-(3,... Reactants: CO, [H][H], O=C(COc1ccc([N+](=O)[O-])cc1)OCc1ccccc1. Product: Nc1ccc(OCC(=O)OCc2ccccc2)cc1. As a reaction SMILES: [CH3:24][OH:25].[H:22][H:23].[N+:1]([O-:2])(=[O:3])[c:4]1[cH:5][cH:6][c:7]([O:8][CH2:9][C:10](=[O:11])[O:12][CH2:13][c:14]2[cH:15][cH:16][cH:17][cH:18][cH:19]2)[cH:20][cH:21]1>>[NH2:1][c:4]1[cH:5][cH:6][c:7]([O:8][CH2:9][C:10](=[O:11])[O:12][CH2:13][c:14]2[cH:15][cH:16][cH:17][cH:18][cH:19]2)[cH:20][cH:21]1. The reactants are [N+](=O)([O-])C=C(NCCSCC1=C(N=CN1)C)SC (1-nitro-2-methylthio-2-{2-[(4-methyl-1H-imidazol-5-yl)methylthio]ethylamino}ethylene), NC(C#C)C (3-amino-1-butyne). As a reaction SMILES: [N+:1]([CH:4]=[C:5](SC)[NH:6][CH2:7][CH2:8][S:9][CH2:10][C:11]1[NH:15][CH:14]=[N:13][C:12]=1[CH3:16])([O-:3])=[O:2].[NH2:19][CH:20]([CH3:23])[C:21]#[CH:22]>C(#N)C>[N+:1]([CH:4]=[C:5]([NH:19][CH:20]([C:21]#[CH:22])[CH3:23])[NH:6][CH2:7][CH2:8][S:9][CH2:10][C:11]1[NH:15][CH:14]=[N:13][C:12]=1[CH3:16])([O-:3])=[O:2]. Yields the product [N+](=O)([O-])C=C(NCCSCC1=C(N=CN1)C)NC(C)C#C (1-Nitro-2-(3-butyn-2-ylamino)-2-{2-[(4-methyl-1H-imidazol-5-yl)-methylthio]ethylamino}ethylene). Procedure: A mixture of 1-nitro-2-methylthio-2-{2-[(4-methyl-1H-imidazol-5-yl)methylthio]ethylamino}ethylene (3.13 g, 10.9 mmole) and 3-amino-1-butyne (4.5 g, 65.1 mmole) in acetonitrile (45 ml) was stirred at reflux temperature under a positive pressure of nitrogen for 17 hours. The reaction mixture was evaporated under reduced pressure then the residue placed on silica gel and chromatographed by gradient elution using methylene chloride-methanol. Recrystallization yielded the title compound. Run in C(C)#N (acetonitrile). Starting materials: [Al+3], CC(C)c1nn2ccccc2c1C(OCC1CO1)C(C)C, [H-], [H-], [H-], [H-], [Li+], [Na+], C1CCOC1, [OH-], O. Yields the product CC(O)COC(c1c(C(C)C)nn2ccccc12)C(C)C. As a reaction SMILES: [Al+3:23].[CH:1]([CH3:2])([CH3:3])[c:4]1[n:5][n:6]2[c:7]([cH:8][cH:9][cH:10][cH:11]2)[c:12]1[CH:13]([CH:14]([CH3:15])[CH3:16])[O:17][CH2:18][CH:19]1[CH2:20][O:21]1.[H-:22].[H-:25].[H-:26].[H-:27].[Li+:24].[Na+:29].[O:31]1[CH2:32][CH2:33][CH2:34][CH2:35]1.[OH-:28].[OH2:30]>>[CH:1]([CH3:2])([CH3:3])[c:4]1[n:5][n:6]2[c:7]([cH:8][cH:9][cH:10][cH:11]2)[c:12]1[CH:13]([CH:14]([CH3:15])[CH3:16])[O:17][CH2:18][CH:19]([CH3:20])[OH:21]. Reactants: CCOc1c(C)cnc(COC(C)=O)c1C, CCO, [Na+], [OH-]. The product is CCOc1c(C)cnc(CO)c1C. RXN SMILES: [C:1](=[O:2])([CH3:3])[O:4][CH2:5][c:6]1[n:7][cH:8][c:9]([CH3:16])[c:10]([O:13][CH2:14][CH3:15])[c:11]1[CH3:12].[CH3:19][CH2:20][OH:21].[Na+:18].[OH-:17]>>[OH:4][CH2:5][c:6]1[n:7][cH:8][c:9]([CH3:16])[c:10]([O:13][CH2:14][CH3:15])[c:11]1[CH3:12]. Starting materials: C(C)(C)(C)OC(=O)C1=C(SC=2C(N(CCC21)CC2=CC=C(C=C2)OC)CN)N (2-amino-7-aminomethyl-6-(4-methoxy-benzyl)-4,5,6,7-tetrahydro-thieno[2,3-c]pyridine-3-carboxylic acid tert-butyl ester), C(C)(C)N(CC)C(C)C (Diisopropylethylamine), Cl.CN(CCCN=C=NCC)C (1-(3-dimethylaminopropyl)-3-ethylcarbodiimide hydrochloride), C(C1=CC=CC=C1)N1C=C(C2=CC=CC=C12)C(=O)O (1-benzyl-1H-indole-3-carboxylic acid). The yield is 51.7%. Reaction conditions: temperature 0 celsius, time 1 hour. The solvent is O1CCCC1 (tetrahydrofuran), O1CCCC1 (tetrahydrofuran). RXN SMILES: C(N(C(C)C)CC)(C)C.Cl.CN(C)CCCN=C=NCC.[CH2:22]([N:29]1[C:37]2[C:32](=[CH:33][CH:34]=[CH:35][CH:36]=2)[C:31]([C:38](O)=[O:39])=[CH:30]1)[C:23]1[CH:28]=[CH:27][CH:26]=[CH:25][CH:24]=1.[C:41]([O:45][C:46]([C:48]1[C:56]2[CH2:55][CH2:54][N:53]([CH2:57][C:58]3[CH:63]=[CH:62][C:61]([O:64][CH3:65])=[CH:60][CH:59]=3)[CH:52]([CH2:66][NH2:67])[C:51]=2[S:50][C:49]=1[NH2:68])=[O:47])([CH3:44])([CH3:43])[CH3:42]>O1CCCC1>[C:41]([O:45][C:46]([C:48]1[C:56]2[CH2:55][CH2:54][N:53]([CH2:57][C:58]3[CH:59]=[CH:60][C:61]([O:64][CH3:65])=[CH:62][CH:63]=3)[CH:52]([CH2:66][NH:67][C:38]([C:31]3[C:32]4[C:37](=[CH:36][CH:35]=[CH:34][CH:33]=4)[N:29]([CH2:22][C:23]4[CH:28]=[CH:27][CH:26]=[CH:25][CH:24]=4)[CH:30]=3)=[O:39])[C:51]=2[S:50][C:49]=1[NH2:68])=[O:47])([CH3:44])([CH3:42])[CH3:43] |f:1.2|. Product: C(C)(C)(C)OC(=O)C1=C(SC=2C(N(CCC21)CC2=CC=C(C=C2)OC)CNC(=O)C2=CN(C1=CC=CC=C21)CC2=CC=CC=C2)N (2-amino-7-(((1-benzyl-1H-indole-3-carbonyl)amino)methyl)-6-(4-methoxy-benzyl)-4,5,6,7-tetrahydro-thieno[2,3-c]pyridine-3-carboxylic acid tert-butyl ester). Procedure details: Diisopropylethylamine (1.8 ml, 10.3 mmol) and 1-(3-dimethylaminopropyl)-3-ethylcarbodiimide hydrochloride (760 mg, 4.0 mmol) were added to a mixture of 1-benzyl-1H-indole-3-carboxylic acid (902 mg, 3.6 mmol) in tetrahydrofuran (50 ml). After stirring for 1 hour, the solution was cooled to 0° C. and a solution of 2-amino-7-aminomethyl-6-(4-methoxy-benzyl)-4,5,6,7-tetrahydro-thieno[2,3-c]pyridine-3-carboxylic acid tert-butyl ester (700 mg, 1.7 mmol) in tetrahydrofuran (7 ml) was added dropwise. Th...